This data is from the Open Reaction Database (ORD), a public repository of structured organic reaction records. The task is: describe an organic reaction: reactants, conditions, products, and yield Reagents/catalysts: [Pd] (palladium on carbon). Reported procedure: A suspension of methyl (3-{(2R)-2-[(2R)-2-{[tert-butyl(dimethyl)silyl]oxy}-2-(4-[benzyloxy]-3-hydroxymethyl-phenyl)-ethylamino]-propyl}-phenyl)-acetate (Preparation 38) (5.27 g, 9.12 mmol) and 10% palladium on carbon (1.00 g) in ethanol (50 ml) was stirred under an atmosphere of hydrogen (60 psi) at room temperature for 16 hours. The catalyst was filtered off through arbocel and the filtrate concentrated in vacuo. The residue was purified by flash column chromatography on silica gel eluting with... The product is N (ammonia), COC(CC1=CC(=CC=C1)C[C@@H](C)NC[C@@H](C1=CC(=C(C=C1)O)CO)O[Si](C)(C)C(C)(C)C)=O (Methyl-(3-{(2R)-2-[(2R)-2-{[tert-butyl(dimethyl)silyl]oxy}-2-(4-hydroxy-3-hydroxymethyl-phenyl)-ethylamino]-propyl}-phenyl)-acetate). Run at time 16 hour. Isolated yield 89.5%. Reactants: [Si](C)(C)(C(C)(C)C)O[C@@H](CN[C@@H](CC=1C=C(C=CC1)CC(=O)OC)C)C1=CC(=C(C=C1)OCC1=CC=CC=C1)CO (methyl (3-{(2R)-2-[(2R)-2-{[tert-butyl(dimethyl)silyl]oxy}-2-(4-[benzyloxy]-3-hydroxymethyl-phenyl)-ethylamino]-propyl}-phenyl)-acetate). The solvent is C(C)O (ethanol). Reaction SMILES: [Si:1]([O:8][C@H:9]([C:26]1[CH:31]=[CH:30][C:29]([O:32]CC2C=CC=CC=2)=[C:28]([CH2:40][OH:41])[CH:27]=1)[CH2:10][NH:11][C@H:12]([CH3:25])[CH2:13][C:14]1[CH:15]=[C:16]([CH2:20][C:21]([O:23][CH3:24])=[O:22])[CH:17]=[CH:18][CH:19]=1)([C:4]([CH3:7])([CH3:6])[CH3:5])([CH3:3])[CH3:2]>[Pd].C(O)C>[NH3:11].[CH3:24][O:23][C:21](=[O:22])[CH2:20][C:16]1[CH:17]=[CH:18][CH:19]=[C:14]([CH2:13][C@H:12]([NH:11][CH2:10][C@H:9]([O:8][Si:1]([C:4]([CH3:7])([CH3:6])[CH3:5])([CH3:2])[CH3:3])[C:26]2[CH:31]=[CH:30][C:29]([OH:32])=[C:28]([CH2:40][OH:41])[CH:27]=2)[CH3:25])[CH:15]=1. Reactants: ClC=1C=NC=2C(CCC2C1)=O (3-chloro-5,6-dihydro-[1]pyrindin-7-one), NC=1C=CC(=C(C1)[C@]1(NC(COCC1(F)F)=O)C)F ((R)-5-(5-amino-2-fluorophenyl)-6,6-difluoro-5-methyl-1,4-oxazepan-3-one), C(=O)(O)[O-].[Na+] (NaHCO3), [B][B][B][B][B][B][B][B][B][B] (decaborane). The solvent is CO (methanol), ClCCl (dichloromethane). Run at temperature 23 celsius, time 22 hour. Yields the product ClC=1C=C2C(=NC1)C(CC2)NC=2C=CC(=C(C2)[C@]2(NC(COCC2(F)F)=O)C)F ((5R)-5-(5-(3-chloro-6,7-dihydro-5H-cyclopenta[b]pyridin-7-ylamino)-2-fluorophenyl)-6,6-difluoro-5-methyl-1,4-oxazepan-3-one). Yield: 87.2%. RXN SMILES: [Cl:1][C:2]1[CH:3]=[N:4][C:5]2[C:6](=O)[CH2:7][CH2:8][C:9]=2[CH:10]=1.[NH2:12][C:13]1[CH:14]=[CH:15][C:16]([F:30])=[C:17]([C@:19]2([CH3:29])[C:25]([F:27])([F:26])[CH2:24][O:23][CH2:22][C:21](=[O:28])[NH:20]2)[CH:18]=1.[B][B][B][B][B][B][B][B][B][B].C([O-])(O)=O.[Na+]>CO.ClCCl>[Cl:1][C:2]1[CH:10]=[C:9]2[CH2:8][CH2:7][CH:6]([NH:12][C:13]3[CH:14]=[CH:15][C:16]([F:30])=[C:17]([C@:19]4([CH3:29])[C:25]([F:26])([F:27])[CH2:24][O:23][CH2:22][C:21](=[O:28])[NH:20]4)[CH:18]=3)[C:5]2=[N:4][CH:3]=1 |f:3.4,^3:30,39,^1:31,32,33,34,35,36,37,38|. Procedure: To a solution of 3-chloro-5,6-dihydro-[1]pyrindin-7-one (28 mg, 167 μmol) in methanol (6 ml) and dichloromethane (750 μl) at 23° C. was added (R)-5-(5-amino-2-fluorophenyl)-6,6-difluoro-5-methyl-1,4-oxazepan-3-one (intermediate A21A) (49.9 mg, 182 μmol) followed by decaborane (5.6 mg, 167 μmol) and the mixture was stirred at 23° C. for 22 hours. After completion, the mixture was poured into aqueous NaHCO3 solution, extracted with ethyl acetate, the organic layers were dried over Na2SO4 and the s... The reactants are COC(=O)N=C=O (methoxycarbonylisocyanate), C(Cl)Cl (methylene chloride), NC=1SC2=C(N1)C(=C(C=C2)Cl)C (2-amino-5-chloro-4-methylbenzothiazole), C(Cl)Cl (methylene chloride). Solvent: O1CCCC1 (tetrahydrofuran). Run at time 8 hour. Yields the product ClC=1C=CC2=C(N=C(S2)NC(NC(=O)OC)=O)C1C (methyl 4-(5-chloro-4-methylbenzothiazol-2-yl)allophanate). The yield is 40.0%. RXN SMILES: [CH3:1][O:2][C:3]([N:5]=[C:6]=[O:7])=[O:4].C(Cl)Cl.[NH2:11][C:12]1[S:13][C:14]2[CH:20]=[CH:19][C:18]([Cl:21])=[C:17]([CH3:22])[C:15]=2[N:16]=1>O1CCCC1>[Cl:21][C:18]1[CH:19]=[CH:20][C:14]2[S:13][C:12]([NH:11][C:6](=[O:7])[NH:5][C:3]([O:2][CH3:1])=[O:4])=[N:16][C:15]=2[C:17]=1[CH3:22]. Procedure: A solution of 2 parts by weight of methoxycarbonylisocyanate in 15 parts by weight of methylene chloride was added gradually with stirring to a solution, at room temperature, of 4 parts by weight of 2-amino-5-chloro-4-methylbenzothiazole in 75 parts by weight of methylene chloride and 50 parts by weight of tetrahydrofuran. After stirring the reaction mixture at room temprature overnight, a product was isolated by filtration giving a 40% yield of methyl 4-(5-chloro-4-methylbenzothiazol-2-yl)allop... Reactants: C(#N)C1=CC(=C(C(=O)OC)C=C1)C (methyl 4-cyano-2-methylbenzoate), C1CC(=O)N(C1=O)Br (NBS), CC(C)(C#N)N=NC(C)(C)C#N (AIBN), BrCC1=C(C(=O)OC)C=CC(=C1)C#N (methyl 2-(bromomethyl)-4-cyanobenzoate). Run in C(Cl)(Cl)(Cl)Cl (CCl4), CCOC(=O)C (EtOAc), O (water), hexanes. Reaction conditions: temperature 80 celsius, time 48 hour. Yields the product O=C1NCC2=CC(=CC=C12)C(=O)O (1-oxoisoindoline-5-carboxylic acid). RXN SMILES: Br[CH2:2][C:3]1C=C(C#N)C=[CH:9][C:4]=1[C:5]([O:7]C)=[O:6].C(C1C=CC(C(OC)=O)=C(C)C=1)#N.[CH2:28]1[C:33](=O)[N:32](Br)[C:30](=[O:31])[CH2:29]1.CC(N=NC(C#N)(C)C)(C#N)C>C(Cl)(Cl)(Cl)Cl.O.CCOC(C)=O>[O:31]=[C:30]1[C:29]2[C:28](=[CH:9][C:4]([C:5]([OH:7])=[O:6])=[CH:3][CH:2]=2)[CH2:33][NH:32]1. Procedure details: methyl 2-(bromomethyl)-4-cyanobenzoate. To a stirred solution of methyl 4-cyano-2-methylbenzoate (1 g, 5.7 mmol) in CCl4 (30 mL), was added NBS (1.4 g, 6.2 mmol), and catalytic AIBN. The reaction mixture was stirred for 48 h at 80° C. The reaction progress was monitored by TLC (10% EtOAc in hexanes). The reaction was cooled to room temperature and diluted with water (25 mL). The organic layer was separated and the aqueous layer extracted with EtOAc (2×50 mL). The combined organic layers were was... Reactants: CCOC(=O)c1c(Br)c(Cl)c(C)n1COCC[Si](C)(C)C, CC(C)(C)CC(=O)[O-], CC(C)(C)[O-], [K+]. Product: Cc1c(Cl)c(Br)c(C(=O)OC(C)(C)C)n1COCC[Si](C)(C)C. Reaction SMILES: [Br:1][c:2]1[c:3]([C:17](=[O:18])[O:19][CH2:20][CH3:21])[n:4]([CH2:9][O:10][CH2:11][CH2:12][Si:13]([CH3:14])([CH3:15])[CH3:16])[c:5]([CH3:8])[c:6]1[Cl:7].[C:22]([CH2:23][C:24]([O-:25])=[O:26])([CH3:27])([CH3:28])[CH3:29].[CH3:30][C:31]([CH3:32])([O-:33])[CH3:34].[K+:35]>>[Br:1][c:2]1[c:3]([C:17](=[O:18])[O:33][C:31]([CH3:30])([CH3:32])[CH3:34])[n:4]([CH2:9][O:10][CH2:11][CH2:12][Si:13]([CH3:14])([CH3:15])[CH3:16])[c:5]([CH3:8])[c:6]1[Cl:7]. The reactants are C(C)OC(C=C(C1=CC=CC=C1)C1=C2C=CNC2=CC=C1OC)=O (3-(5-Methoxy-1H-Indol-4-yl)-3-phenyl-acrylic acid ethyl ester). The reagents and catalysts are [Pd] (Pd/C). The solvent is CCO (EtOH). Reaction conditions: time 24 hour. Yields the product C(C)OC(CC(C1=CC=CC=C1)C1=C2C=CNC2=CC=C1OC)=O (3-(5-Methoxy-1H-Indol-4-yl)-3-phenyl-propionic acid ethyl ester). As a reaction SMILES: [CH2:1]([O:3][C:4](=[O:24])[CH:5]=[C:6]([C:13]1[C:21]([O:22][CH3:23])=[CH:20][CH:19]=[C:18]2[C:14]=1[CH:15]=[CH:16][NH:17]2)[C:7]1[CH:12]=[CH:11][CH:10]=[CH:9][CH:8]=1)[CH3:2]>CCO.[Pd]>[CH2:1]([O:3][C:4](=[O:24])[CH2:5][CH:6]([C:13]1[C:21]([O:22][CH3:23])=[CH:20][CH:19]=[C:18]2[C:14]=1[CH:15]=[CH:16][NH:17]2)[C:7]1[CH:12]=[CH:11][CH:10]=[CH:9][CH:8]=1)[CH3:2]. Reported procedure: A mixture of 3-(5-Methoxy-1H-Indol-4-yl)-3-phenyl-acrylic acid ethyl ester XLVIII (37 mg, 0.115 mmol) in EtOH (4 ml) and a catalytic amount of Degoussa-type catalyst Pd/C wet (10%) was subjected to hydrogenation conditions in a Parr apparatus at 60 psi of H2 for 20 hours. The reaction mixture was filtered through celite with MeOH. The filtrate was concentrated and subjected to the same hydrogenation conditions for 24 hours to provide 3-(5-Methoxy-1H-Indol-4-yl)-3-phenyl-propionic acid ethyl este... The reactants are FC(C=1C=C(OCC(CC)O)C=CC1)(F)F (1-(3-trifluoromethylphenoxy)-butan-2-ol), C(C1=CC=CC=C1)N=C=O (benzyl isocyanate). Reagents/catalysts: C(C)N(CC)CC (triethylamine). Run in C(C)(=O)OCC (ethyl acetate), CCCCCC (n-hexane). Run at time 20 hour. Yields the product FC(C=1C=C(OCC(CC)OC(NCC2=CC=CC=C2)=O)C=CC1)(F)F ([1-(3-trifluoromethylphenoxy)-2-butyl]-N-benzylcarbamate). RXN SMILES: [F:1][C:2]([F:16])([F:15])[C:3]1[CH:4]=[C:5]([CH:12]=[CH:13][CH:14]=1)[O:6][CH2:7][CH:8]([OH:11])[CH2:9][CH3:10].[CH2:17]([N:24]=[C:25]=[O:26])[C:18]1[CH:23]=[CH:22][CH:21]=[CH:20][CH:19]=1>C(OCC)(=O)C.C(N(CC)CC)C.CCCCCC>[F:1][C:2]([F:15])([F:16])[C:3]1[CH:4]=[C:5]([CH:12]=[CH:13][CH:14]=1)[O:6][CH2:7][CH:8]([O:11][C:25](=[O:26])[NH:24][CH2:17][C:18]1[CH:23]=[CH:22][CH:21]=[CH:20][CH:19]=1)[CH2:9][CH3:10]. Reported procedure: 4.7 g of 1-(3-trifluoromethylphenoxy)-butan-2-ol and 2.7 g of benzyl isocyanate are dissolved in 60 ml of ethyl acetate. After addition of one drop of triethylamine, the reaction mixture is allowed to stand for 20 hours at 22° C. The solvent is stripped off and the residue is stirred in n-hexane. The desired crystalline product, O--[1-(3-trifluoromethylphenoxy)-2-butyl]-N-benzylcarbamate, is obtained in a yield of 5.2 g; m.p. 73°-74° C. Reactants: [Br-], ClC(Cl)(Cl)Cl, CC(C)C(C(=O)O)c1ccc(Cl)c2occc12. Yields the product CC(C)C(C(=O)O)c1ccc(Cl)c2oc(Br)cc12. RXN SMILES: [Br-:1].[Cl:19][C:20]([Cl:21])([Cl:22])[Cl:23].[Cl:2][c:3]1[cH:4][cH:5][c:6]([CH:12]([C:13](=[O:14])[OH:15])[CH:16]([CH3:17])[CH3:18])[c:7]2[cH:8][cH:9][o:10][c:11]12>>[Br:1][c:9]1[cH:8][c:7]2[c:6]([CH:12]([C:13](=[O:14])[OH:15])[CH:16]([CH3:17])[CH3:18])[cH:5][cH:4][c:3]([Cl:2])[c:11]2[o:10]1. Reactants: N1(CCCCC1)CCNC(=O)C=1C(=NC(=NC1)N1CCOCC1)S (4-mercapto-2-morpholin-4-yl-pyrimidine-5-carboxylic acid (2-piperidin-1-yl-ethyl)-amide), II (iodine). The product is N1(CCOCC1)C1=NC=C2C(=N1)SN(C2=O)CCN2CCCCC2 (6-Morpholin-4-yl-2-(2-piperidin-1-yl-ethyl)-isothiazolo [5,4-d]pyrimidin-3-one). Yield: 50.3%. Reaction SMILES: [N:1]1([CH2:7][CH2:8][NH:9][C:10]([C:12]2[C:13]([SH:24])=[N:14][C:15]([N:18]3[CH2:23][CH2:22][O:21][CH2:20][CH2:19]3)=[N:16][CH:17]=2)=[O:11])[CH2:6][CH2:5][CH2:4][CH2:3][CH2:2]1.II>>[N:18]1([C:15]2[N:14]=[C:13]3[S:24][N:9]([CH2:8][CH2:7][N:1]4[CH2:2][CH2:3][CH2:4][CH2:5][CH2:6]4)[C:10](=[O:11])[C:12]3=[CH:17][N:16]=2)[CH2:23][CH2:22][O:21][CH2:20][CH2:19]1. Reported procedure: Using the procedure of Example 20, 5.2 g (14.8 mmol) of 4-mercapto-2-morpholin-4-yl-pyrimidine-5-carboxylic acid (2-piperidin-1-yl-ethyl)-amide were treated with 3.81 g (15.0 mmol) of iodine to give 2.6 g of the title compound after recrystallization from aqueous isopropanol, mp 98°-100° C. Reactants: N(=O)OC(C)(C)C (t-butyl nitrite), NC=1SC=C(N1)C(=O)OCC (ethyl 2-amino-4-thiazolecarboxylate), O (water), Cl (HCl). The reagents and catalysts are [Cu](Cl)Cl (copper (II) chloride). Run in C(C)#N (acetonitrile), C(Cl)Cl (CH2Cl2). Conditions: temperature 80 celsius. The product is ClC=1SC=C(N1)C(=O)OCC (ethyl 2-chloro-4-thiazolecarboxylate). RXN SMILES: N(OC(C)(C)C)=O.N[C:9]1[S:10][CH:11]=[C:12]([C:14]([O:16][CH2:17][CH3:18])=[O:15])[N:13]=1.O.[ClH:20]>C(#N)C.[Cu](Cl)Cl.C(Cl)Cl>[Cl:20][C:9]1[S:10][CH:11]=[C:12]([C:14]([O:16][CH2:17][CH3:18])=[O:15])[N:13]=1. Reported procedure: To a mixture of copper (II) chloride (20 g, 0.15 mol) and 90% t-butyl nitrite (24 mL, 0.18 mol) in 500 mL acetonitrile at 60° C. was added in portions ethyl 2-amino-4-thiazolecarboxylate (21 g, 0.12 mol), maintaining the temperature at between 60°-65° C. After the addition, the resulting reaction mixture was heated at 80° C. for 1 h, then cooled to RT and poured into a mixture of water, CH2Cl2 and 25 mL conc HCl. The aq layer was separated and extracted with CH2Cl2. The combined organic layers w...